This data is from the Open Reaction Database (ORD), a public repository of structured organic reaction records. The task is: describe an organic reaction: reactants, conditions, products, and yield Reactants: O1[C@@H](C1)C=1C=CC(=NC1)C(F)(F)F ((R)-5-(oxiran-2-yl)-2-(trifluoromethyl)pyridine), Cl(=O)(=O)(=O)[O-].[Li+] (lithium perchlorate), [N-]=[N+]=[N-].[Na+] (sodium azide). Solvent: C(C)#N (acetonitrile). Run at temperature 60 celsius, time 8 hour. The product is N(=[N+]=[N-])[C@H](CO)C=1C=NC(=CC1)C(F)(F)F ((S)-2-Azido-2-(6-(trifluoromethyl)pyridin-3-yl)ethanol). RXN SMILES: [O:1]1[CH2:3][C@H:2]1[C:4]1[CH:5]=[CH:6][C:7]([C:10]([F:13])([F:12])[F:11])=[N:8][CH:9]=1.Cl([O-])(=O)(=O)=O.[Li+].[N-:20]=[N+:21]=[N-:22].[Na+]>C(#N)C>[N:20]([C@@H:2]([C:4]1[CH:9]=[N:8][C:7]([C:10]([F:13])([F:12])[F:11])=[CH:6][CH:5]=1)[CH2:3][OH:1])=[N+:21]=[N-:22] |f:1.2,3.4|. Procedure: To a stirred solution of (R)-5-(oxiran-2-yl)-2-(trifluoromethyl)pyridine (2.72 g, 14.4 mmol) in acetonitrile (200 mL) were added lithium perchlorate (20 g, 0.19 mol) and sodium azide (3.7 g, 57 mmol). The mixture was stirred at 60° C. overnight and TLC indicated completion of the reaction. After cooling, the mixture was filtered through Celite and the filtrate was concentrated. The residue was treated with water and extracted with EtOAc. The combined organic layers were dried, and concentrated. ... The reactants are C(C)(C)(C)OC(=O)N1C(O[C@@H]([C@H]1C(=O)O)C(C)C)(C)C ((4S,5R)-3-(tert-butoxycarbonyl)-5-isopropyl-2,2-dimethyl-1,3-oxazolidine-4-carboxylic acid), CC(C)C=1C=C(C(=CC1)N)N (4-(1-methylethyl)-1,2-benzenediamine). Product: N[C@@H]([C@@H](C(C)C)O)C1=NC2=C(N1)C=CC(=C2)C(C)C ((1R,2R)-1-Amino-3-methyl-1-[5-(propan-2-yl)-1H-benzimidazol-2-yl]butan-2-ol). RXN SMILES: C(OC([N:8]1[C@H:12]([C:13](O)=O)[C@@H:11]([CH:16]([CH3:18])[CH3:17])[O:10]C1(C)C)=O)(C)(C)C.[CH3:21][CH:22]([C:24]1[CH:25]=[C:26]([NH2:31])[C:27]([NH2:30])=[CH:28][CH:29]=1)[CH3:23]>>[NH2:8][C@H:12]([C:13]1[NH:30][C:27]2[CH:28]=[CH:29][C:24]([CH:22]([CH3:21])[CH3:23])=[CH:25][C:26]=2[N:31]=1)[C@H:11]([OH:10])[CH:16]([CH3:18])[CH3:17]. Reported procedure: The title compound was prepared according to Method 4 using (4S,5R)-3-(tert-butoxycarbonyl)-5-isopropyl-2,2-dimethyl-1,3-oxazolidine-4-carboxylic acid (Preparation 60) and 4-(1-methylethyl)-1,2-benzenediamine.